This data is from the Open Reaction Database (ORD), a public repository of structured organic reaction records. The task is: describe an organic reaction: reactants, conditions, products, and yield The reactants are C(=O)(C(F)(F)F)O (TFA), FC1=C(C=CC=C1F)C=1C=NOC1C1=CNC2=NC=C(C=C21)C2=CCC(CC2)N (4-{3-[4-(2,3-Difluoro-phenyl)-isoxazol-5-yl]-1H-pyrrolo [2,3-b]pyridin-5-yl}-cyclohex-3-enylamine), N1(N=NC2=C1C=CC=C2)OS(=O)(=O)C (methanesulfonic acid benzotriazol-1-yl ester). The reagents and catalysts are CCN(C(C)C)C(C)C (Hunig base). Solvent: CN(C)C=O (DMF). Reaction conditions: time 1 hour. The product is FC1=C(C=CC=C1F)C=1C=NOC1C1=CNC2=NC=C(C=C21)C2=CCC(CC2)NS(=O)(=O)C (N-(4-{3-[4-(2,3-Difluoro-phenyl)-isoxazol-5-yl]-1H-pyrrolo[2,3-b]pyridin-5-yl}-cyclohex-3-enyl)-methanesulfonamide). Isolated yield 45.9%. RXN SMILES: [F:1][C:2]1[C:7]([F:8])=[CH:6][CH:5]=[CH:4][C:3]=1[C:9]1[CH:10]=[N:11][O:12][C:13]=1[C:14]1[C:22]2[C:17](=[N:18][CH:19]=[C:20]([C:23]3[CH2:28][CH2:27][CH:26]([NH2:29])[CH2:25][CH:24]=3)[CH:21]=2)[NH:16][CH:15]=1.N1([O:39][S:40]([CH3:43])(=O)=[O:41])C2C=CC=CC=2N=N1.C(O)(C(F)(F)F)=O>CN(C=O)C.CCN(C(C)C)C(C)C>[F:1][C:2]1[C:7]([F:8])=[CH:6][CH:5]=[CH:4][C:3]=1[C:9]1[CH:10]=[N:11][O:12][C:13]=1[C:14]1[C:22]2[C:17](=[N:18][CH:19]=[C:20]([C:23]3[CH2:28][CH2:27][CH:26]([NH:29][S:40]([CH3:43])(=[O:41])=[O:39])[CH2:25][CH:24]=3)[CH:21]=2)[NH:16][CH:15]=1. Procedure details: To a solution of 4-{3-[4-(2,3-Difluoro-phenyl)-isoxazol-5-yl]-1H-pyrrolo [2,3-b]pyridin-5-yl}-cyclohex-3-enylamine (47 mg, 0.12 mmol) in DMF (2 ml) was added methanesulfonic acid benzotriazol-1-yl ester (27 mg, 0.13 mmol) and Hunig base (10 drops) and stirred for 1 h. TFA was added, and the reaction mixture was purified by HPLC to give the methanesulfonamide (25.9 mg) in 46% yield. The reactants are C(C1=CC=CC=C1)OC1=C(C=CC(=C1)C1=CN=CS1)N1CC(N(S1(=O)=O)CC[Si](C)(C)C)=O (5-(2-benzyloxy-4-thiazol-5-yl-phenyl)-1,1-dioxo-2-(2-trimethylsilanylethyl)-1,2,5-thiadiazolidin-3-one), [F-].C(CCC)[N+](CCCC)(CCCC)CCCC (tetrabutylammonium fluoride), [N-]=C=O (isocyanate). Run in C1CCOC1 (THF), C1CCOC1 (THF), CCOC(=O)C (EtOAc). Conditions: time 2 hour. Yields the product C(C1=CC=CC=C1)OC1=C(C=CC(=C1)C1=CN=CS1)N1CC(NS1(=O)=O)=O (5-(2-Benzyloxy-4-thiazol-5-yl-phenyl)-1,1-dioxo-1,2,5-thiadiazolidin-3-one). RXN SMILES: [N-]=C=O.[F-].C([N+](CCCC)(CCCC)CCCC)CCC.[CH2:22]([O:29][C:30]1[CH:35]=[C:34]([C:36]2[S:40][CH:39]=[N:38][CH:37]=2)[CH:33]=[CH:32][C:31]=1[N:41]1[S:45](=[O:47])(=[O:46])[N:44](CC[Si](C)(C)C)[C:43](=[O:54])[CH2:42]1)[C:23]1[CH:28]=[CH:27][CH:26]=[CH:25][CH:24]=1>C1COCC1.CCOC(C)=O>[CH2:22]([O:29][C:30]1[CH:35]=[C:34]([C:36]2[S:40][CH:39]=[N:38][CH:37]=2)[CH:33]=[CH:32][C:31]=1[N:41]1[S:45](=[O:47])(=[O:46])[NH:44][C:43](=[O:54])[CH2:42]1)[C:23]1[CH:24]=[CH:25][CH:26]=[CH:27][CH:28]=1 |f:1.2|. Reported procedure: To a mixture of PS-isocyanate resin (2.0 g) in THF (5 mL) is added tetrabutylammonium fluoride (1.0 M in THF, 2.17 mL) and the mixture is stirred at RT for 2 h. The resin is filtered off and the filtrate is added to a solution of 5-(2-benzyloxy-4-thiazol-5-yl-phenyl)-1,1-dioxo-2-(2-trimethylsilanylethyl)-1,2,5-thiadiazolidin-3-one (272 mg, 0.543 mmol) in THF (1 mL) and the mixture is stirred at 50° C. for 18 h. The reaction mixture is cooled and diluted with EtOAc, washed with 1N HCl and dried o... Starting materials: CC(C)(C)c1nc[nH]c1CO, CC(C)=O. Product: CC(C)(C)c1nc[nH]c1C=O. Reaction SMILES: [C:1]([CH3:2])([CH3:3])([CH3:4])[c:5]1[c:6]([CH2:10][OH:11])[nH:7][cH:8][n:9]1.[CH3:12][C:13](=[O:14])[CH3:15]>>[C:1]([CH3:2])([CH3:3])([CH3:4])[c:5]1[c:6]([CH:10]=[O:11])[nH:7][cH:8][n:9]1.